This data is from the Open Reaction Database (ORD), a public repository of structured organic reaction records. The task is: describe an organic reaction: reactants, conditions, products, and yield Reactants: triethylphosphonoacetate, [H-].[Na+] (sodium hydride), CC(=CC(=O)Cl)C(C)C (3,4-dimethyl-2-pentenoyl chloride), Wittig reagent, triethylphosphonoacetate, CC(C(C)=O)C (3-methyl-2-butanone), CC(C(C)=O)C (3-methyl-2-butanone), CC(C(C)=O)C (3-methyl-2-butanone). Run in COCCOCCOC (diglyme). The product is CC(=CC(=O)OCC)C(C)C (ethyl 3,4-dimethyl-2-pentenoate). RXN SMILES: [CH3:1][C:2]([CH:7]([CH3:9])[CH3:8])=[CH:3][C:4](Cl)=[O:5].C[CH:11](C)[C:12](=[O:14])C.[H-].[Na+]>COCCOCCOC>[CH3:1][C:2]([CH:7]([CH3:9])[CH3:8])=[CH:3][C:4]([O:14][CH2:12][CH3:11])=[O:5] |f:2.3|. Procedure details: The 3,4-dimethyl-2-pentenoyl chloride (IX) utilized in the procedures of the present invention may be readily prepared from 3-methyl-2-butanone (XII) utilizing the Wittig reaction. In this procedure triethylphosphonoacetate is added to a suspension of sodium hydride in diglyme in an inert atmosphere at a temperature of between -10° C. and 5° C., suitably about 0° C. The mixture is stirred, suitably for about half an hour, to ensure formation of the Wittig reagent and the ketone (XII) added slowl... Reactants: FC1=CC=C(C=C1)C=1C=NC(=NC1)N1CCN(CC1)S(=O)(=O)C[C@@H](C(=O)O)C(C)C (2-(R)-{4-[5-(4-flurophenyl)pyrimidin-2-yl]piperazine-1-sulfonylmethyl}-3-methylbutyric acid), C(C1=CC=CC=C1)[C@H]1N(C(OC1)=O)C(=O)[C@H](CS(=O)(=O)N1CCN(CC1)C1=NC=C(C=N1)C1=CC=C(C#N)C=C1)C(C)C (4-(2-{4-[2-(R)-(4-(R)-benzyl-2-oxooxazolidine-3-carbonyl)-3-methylbutane-1-sulfonyl]piperazin-1-yl}pyrimidin-5-yl)benzonitrile). Yields the product C(#N)C1=CC=C(C=C1)C=1C=NC(=NC1)N1CCN(CC1)S(=O)(=O)C[C@@H](C(=O)O)C(C)C (2-(R)-{4-[5-(4-Cyanophenyl)-pyrimidin-2-yl]piperazine-1-sulfonylmethyl}-3-methylbutyric acid). Isolated yield 14.0%. As a reaction SMILES: F[C:2]1[CH:7]=[CH:6][C:5]([C:8]2[CH:9]=[N:10][C:11]([N:14]3[CH2:19][CH2:18][N:17]([S:20]([CH2:23][C@H:24]([CH:28]([CH3:30])[CH3:29])[C:25]([OH:27])=[O:26])(=[O:22])=[O:21])[CH2:16][CH2:15]3)=[N:12][CH:13]=2)=[CH:4][CH:3]=1.C([C@@H:38]1COC(=O)[N:39]1C([C@@H](C(C)C)CS(N1CCN(C2N=CC(C3C=CC(C#N)=CC=3)=CN=2)CC1)(=O)=O)=O)C1C=CC=CC=1>>[C:38]([C:2]1[CH:7]=[CH:6][C:5]([C:8]2[CH:13]=[N:12][C:11]([N:14]3[CH2:19][CH2:18][N:17]([S:20]([CH2:23][C@H:24]([CH:28]([CH3:29])[CH3:30])[C:25]([OH:27])=[O:26])(=[O:21])=[O:22])[CH2:16][CH2:15]3)=[N:10][CH:9]=2)=[CH:4][CH:3]=1)#[N:39]. Procedure details: Prepared according to the method for the preparation of 2-(R)-{4-[5-(4-flurophenyl)pyrimidin-2-yl]piperazine-1-sulfonylmethyl}-3-methylbutyric acid, from 4-(2-{4-[2-(R)-(4-(R)-benzyl-2-oxooxazolidine-3-carbonyl)-3-methylbutane-1-sulfonyl]piperazin-1-yl}pyrimidin-5-yl)benzonitrile (0.70 g), to give the title compound as a white solid (0.70 g, 14%). Starting materials: C(Cl)(Cl)Cl (chloroform), BrC1=CN=C2C=CC(N(C2=C1)CC1OCCO1)=O (7-bromo-1-((1,3-dioxolan-2-yl)methyl)-1,5-naphthyridin-2(1H)-one), C(N)(OC(C)(C)C)=O (tert-butyl carbamate), C([O-])([O-])=O.[Cs+].[Cs+] (cesium carbonate). The reagents and catalysts are C=1C=CC(=CC1)/C=C/C(=O)/C=C/C2=CC=CC=C2.C=1C=CC(=CC1)/C=C/C(=O)/C=C/C2=CC=CC=C2.C=1C=CC(=CC1)/C=C/C(=O)/C=C/C2=CC=CC=C2.[Pd].[Pd] (tris(dibenzylideneacetone)dipalladium(0)), C1(=CC=CC=C1)P(C1=CC=CC=2C(C3=CC=CC(=C3OC12)P(C1=CC=CC=C1)C1=CC=CC=C1)(C)C)C1=CC=CC=C1 (4,5-bis(diphenylphosphino)-9,9-dimethylxanthene). The solvent is O (water), O1CCOCC1 (dioxane). Reaction conditions: temperature 92.5 celsius, time 15 minute. Product: O1C(OCC1)CN1C=2C=C(C=NC2C=CC1=O)NC(OC(C)(C)C)=O (tert-butyl (5-(1,3-dioxolan-2-yl)methyl-6-oxo-5,6-dihydro-1,5-naphthyridin-3-yl)carbamate). Isolated yield 64.9%. As a reaction SMILES: Br[C:2]1[CH:11]=[C:10]2[C:5]([CH:6]=[CH:7][C:8](=[O:18])[N:9]2[CH2:12][CH:13]2[O:17][CH2:16][CH2:15][O:14]2)=[N:4][CH:3]=1.[C:19](=[O:26])([O:21][C:22]([CH3:25])([CH3:24])[CH3:23])[NH2:20].C(=O)([O-])[O-].[Cs+].[Cs+].C(Cl)(Cl)Cl>O1CCOCC1.C1C=CC(/C=C/C(/C=C/C2C=CC=CC=2)=O)=CC=1.C1C=CC(/C=C/C(/C=C/C2C=CC=CC=2)=O)=CC=1.C1C=CC(/C=C/C(/C=C/C2C=CC=CC=2)=O)=CC=1.[Pd].[Pd].C1(P(C2C=CC=CC=2)C2C3OC4C(=CC=CC=4P(C4C=CC=CC=4)C4C=CC=CC=4)C(C)(C)C=3C=CC=2)C=CC=CC=1.O>[O:14]1[CH2:15][CH2:16][O:17][CH:13]1[CH2:12][N:9]1[C:8](=[O:18])[CH:7]=[CH:6][C:5]2[N:4]=[CH:3][C:2]([NH:20][C:19](=[O:26])[O:21][C:22]([CH3:25])([CH3:24])[CH3:23])=[CH:11][C:10]1=2 |f:2.3.4,7.8.9.10.11|. Procedure: To a suspension of 0.40 g of 7-bromo-1-((1,3-dioxolan-2-yl)methyl)-1,5-naphthyridin-2(1H)-one in 4 mL of dioxane, 0.18 g of tert-butyl carbamate, 0.59 g of cesium carbonate, 22 mg of 4,5-bis(diphenylphosphino)-9,9-dimethylxanthene, and 18 mg of tris(dibenzylideneacetone)dipalladium(0) were added at room temperature, and the mixture was stirred at 90 to 95° C. for 4 hour 15 minutes. After cooling to the room temperature, chloroform and water were added to the reaction mixture, the organic layer w...